From a dataset of the Open Reaction Database (ORD), a public repository of structured organic reaction records. describe an organic reaction: reactants, conditions, products, and yield Starting materials: CNc1ccccc1C(=O)n1nc(O)c2cc([N+](=O)[O-])ccc21, CCO. Yields the product CNc1ccccc1C(=O)n1nc(O)c2cc(N)ccc21. RXN SMILES: [CH3:1][NH:2][c:3]1[c:4]([C:5](=[O:6])[n:7]2[n:8][c:9]([OH:19])[c:10]3[cH:11][c:12]([N+:16]([O-:17])=[O:18])[cH:13][cH:14][c:15]23)[cH:20][cH:21][cH:22][cH:23]1.[CH3:24][CH2:25][OH:26]>>[CH3:1][NH:2][c:3]1[c:4]([C:5](=[O:6])[n:7]2[n:8][c:9]([OH:19])[c:10]3[cH:11][c:12]([NH2:16])[cH:13][cH:14][c:15]23)[cH:20][cH:21][cH:22][cH:23]1. Starting materials: resultant mixture, FC1=C2C=C(NC2=CC=C1)C1=C(C=CC(=N1)C=1C(=CC2=C(C(=C(O2)C2=CC=C(C=C2)F)C(=O)NC)C1)N(S(=O)(=O)C)C)CCCO (5-(6-(4-fluoro-1H-indol-2-yl)-5-(3-hydroxypropyl)pyridin-2-yl)-2-(4-fluorophenyl)-N-methyl-6-(N-methylmethylsulfonamido)benzofuran-3-carboxamide), C1(=CC=CC=C1)P(C1=CC=CC=C1)C1=CC=CC=C1 (triphenylphosphine), N(=NC(=O)OC(C)C)C(=O)OC(C)C (diisopropyl azodicarboxylate). The product is FC=1C=2C=C3N(C2C=CC1)CCCC1=C3N=C(C=C1)C=1C(=CC3=C(C(=C(O3)C3=CC=C(C=C3)F)C(=O)NC)C1)N(S(=O)(=O)C)C (5-(12-fluoro-6,7-dihydro-5H-pyrido[2′,3′:3,4]azepino[1,2-a]indol-2-yl)-2-(4-fluorophenyl)-N-methyl-6-(N-methylmethylsulfonamido)benzofuran-3-carboxamide). RXN SMILES: [F:1][C:2]1[CH:10]=[CH:9][CH:8]=[C:7]2[C:3]=1[CH:4]=[C:5]([C:11]1[N:16]=[C:15]([C:17]3[C:18]([N:37]([CH3:42])[S:38]([CH3:41])(=[O:40])=[O:39])=[CH:19][C:20]4[O:24][C:23]([C:25]5[CH:30]=[CH:29][C:28]([F:31])=[CH:27][CH:26]=5)=[C:22]([C:32]([NH:34][CH3:35])=[O:33])[C:21]=4[CH:36]=3)[CH:14]=[CH:13][C:12]=1[CH2:43][CH2:44][CH2:45]O)[NH:6]2.C1(P(C2C=CC=CC=2)C2C=CC=CC=2)C=CC=CC=1.N(C(OC(C)C)=O)=NC(OC(C)C)=O>C1COCC1>[F:1][C:2]1[C:3]2[CH:4]=[C:5]3[C:11]4[N:16]=[C:15]([C:17]5[C:18]([N:37]([CH3:42])[S:38]([CH3:41])(=[O:39])=[O:40])=[CH:19][C:20]6[O:24][C:23]([C:25]7[CH:30]=[CH:29][C:28]([F:31])=[CH:27][CH:26]=7)=[C:22]([C:32]([NH:34][CH3:35])=[O:33])[C:21]=6[CH:36]=5)[CH:14]=[CH:13][C:12]=4[CH2:43][CH2:44][CH2:45][N:6]3[C:7]=2[CH:8]=[CH:9][CH:10]=1. Procedure: To a solution of 5-(6-(4-fluoro-1H-indol-2-yl)-5-(3-hydroxypropyl)pyridin-2-yl)-2-(4-fluorophenyl)-N-methyl-6-(N-methylmethylsulfonamido)benzofuran-3-carboxamide (153 mg, 0.237 mmol) and triphenylphosphine (62.2 mg, 0.237 mmol) in THF was added diisopropyl azodicarboxylate (0.046 mL, 0.237 mmol). The resultant mixture was stirred at ambient temperature for 10 h then was concentrated in vacuo and the residue purified by silica gel column chromatography using a step gradient of 0-50-100% EtOAc/Hex... Run in C1CCOC1 (THF).